From a dataset of the Open Reaction Database (ORD), a public repository of structured organic reaction records. describe an organic reaction: reactants, conditions, products, and yield Reactants: NCC1=CC(=NC=C1)NCC1=CC=C(C=C1)OC ((4-Aminomethyl-pyridin-2-yl)-(4-methoxy-benzyl)-amine). Solvent: C(=O)(C(F)(F)F)O (TFA). The product is NCC1=CC(=NC=C1)N (4-Aminomethyl-pyridin-2-ylamine). RXN SMILES: [NH2:1][CH2:2][C:3]1[CH:8]=[CH:7][N:6]=[C:5]([NH:9]CC2C=CC(OC)=CC=2)[CH:4]=1>C(O)(C(F)(F)F)=O>[NH2:1][CH2:2][C:3]1[CH:8]=[CH:7][N:6]=[C:5]([NH2:9])[CH:4]=1. Reported procedure: (4-Aminomethyl-pyridin-2-yl)-(4-methoxy-benzyl)-amine (12 g, 50 mmole) was dissolved in TFA (150 mL) and heated to reflux for 1 h. After cooling, the reaction mixture was concentrated in vacuum and the residue was partitioned between HCl (1N, aq.) and EtOAc. The aqueous layer was washed with EtOAc then hexanes and concentrated to dryness in vacuum to give an off white solid as a dihydrochloric salt.